describe an organic reaction: reactants, conditions, products, and yield From a dataset of the Open Reaction Database (ORD), a public repository of structured organic reaction records. The reactants are O=Cc1c[nH]cn1, Cl, Nc1cccc(C(=O)C(C(=O)c2cc(F)cc(F)c2)=C2Nc3ccccc3N2)c1, Cc1ccc(S(=O)(=O)O)cc1, c1ccccc1. Product: O=C(C(C(=O)c1cccc(NCc2c[nH]cn2)c1)=C1Nc2ccccc2N1)c1cc(F)cc(F)c1. As a reaction SMILES: [CH:31](=[O:32])[c:33]1[n:34][cH:35][nH:36][cH:37]1.[ClH:1].[NH2:2][c:3]1[cH:4][c:5]([C:9]([C:10]([C:11](=[O:12])[c:13]2[cH:14][c:15]([F:20])[cH:16][c:17]([F:19])[cH:18]2)=[C:21]2[NH:22][c:23]3[c:24]([cH:26][cH:27][cH:28][cH:29]3)[NH:25]2)=[O:30])[cH:6][cH:7][cH:8]1.[c:38]1([CH3:39])[cH:40][cH:41][c:42]([S:43]([OH:44])(=[O:45])=[O:46])[cH:47][cH:48]1.[cH:49]1[cH:50][cH:51][cH:52][cH:53][cH:54]1>>[NH:2]([c:3]1[cH:4][c:5]([C:9]([C:10]([C:11](=[O:12])[c:13]2[cH:14][c:15]([F:20])[cH:16][c:17]([F:19])[cH:18]2)=[C:21]2[NH:22][c:23]3[c:24]([cH:26][cH:27][cH:28][cH:29]3)[NH:25]2)=[O:30])[cH:6][cH:7][cH:8]1)[CH2:31][c:33]1[n:34][cH:35][nH:36][cH:37]1.